Dataset: the Open Reaction Database (ORD), a public repository of structured organic reaction records. Task: describe an organic reaction: reactants, conditions, products, and yield The reactants are C(C=C)OC(=O)C=1C(=NC(=NC1)Cl)N(CC1CCC2(CC2)CC1)C (2-chloro-4-(methylspiro[2.5]oct-6-ylmethylamino)pyrimidine-5-carboxylic acid allyl ester), [C-]#N.[K+] (KCN), C1CN2CCN1CC2 (DABCO), O (H2O). Solvent: CS(=O)C (DMSO). Reaction conditions: time 3 hour. The product is C(C=C)OC(=O)C=1C(=NC(=NC1)C#N)N(CC1CCC2(CC2)CC1)C (2-Cyano-4-(methylspiro[2.5]oct-6-ylmethylamino)pyrimidine-5-carboxylic acid allyl ester). RXN SMILES: [CH2:1]([O:4][C:5]([C:7]1[C:8]([N:14]([CH3:24])[CH2:15][CH:16]2[CH2:23][CH2:22][C:19]3([CH2:21][CH2:20]3)[CH2:18][CH2:17]2)=[N:9][C:10](Cl)=[N:11][CH:12]=1)=[O:6])[CH:2]=[CH2:3].[C-]#N.[K+].C1N2CC[N:30](CC2)[CH2:29]1.O>CS(C)=O>[CH2:1]([O:4][C:5]([C:7]1[C:8]([N:14]([CH3:24])[CH2:15][CH:16]2[CH2:23][CH2:22][C:19]3([CH2:21][CH2:20]3)[CH2:18][CH2:17]2)=[N:9][C:10]([C:29]#[N:30])=[N:11][CH:12]=1)=[O:6])[CH:2]=[CH2:3] |f:1.2|. Procedure details: To a solution of the 2-chloro-4-(methylspiro[2.5]oct-6-ylmethylamino)pyrimidine-5-carboxylic acid allyl ester (1.1 mmol) in DMSO (2.0 mL) are added KCN (1.6 mmol), DABCO (0.3 mmol), and H2O (0.2 mL) at room temperature. The reaction mixture is stirred at room temperature for 3 h and the reaction is quenched by the addition of water. The mixture is extracted with AcOEt. The organic extracts are washed with brine, dried over Na2SO4, filtered, and concentrated in vacuo. The resulting residue is pur... Starting materials: NC1=CC=2C3=C(C(NC2C=C1)=O)NC=C3.Cl.C(C)C(=O)O (8-amino-4-oxo-4,5-dihydro-3H-pyrrolo[2,3-c]quinoline 1-ethyl carboxylate hydrochloride), COC=1C=C(C=CC1)S(=O)(=O)Cl (3-methoxy-benzenesulfonyl chloride). The product is COC=1C=C(C=CC1)S(=O)(=O)NC1=CC=2C3=C(C(NC2C=C1)=O)NC=C3.C(C)C(=O)[O-] (8-(3-methoxy-benzenesulfonylamino)-4-oxo-4,5-dihydro-3H-pyrrolo[2,3-c]quinoline 1-ethyl carboxylate). Procedure details: This compound is prepared according to synthesis 43, from 60 mg (0.20 mmol) of 8-amino-4-oxo-4,5-dihydro-3H-pyrrolo[2,3-c]quinoline-1-ethyl carboxylate hydrochloride (synthesis 64) and 30 μL (0.21 mmol) of 3-methoxy-benzenesulfonyl chloride. After recrystallization from methanol then trituration in hot methanol, 21 mg (25%) of 8-(3-methoxy-benzenesulfonylamino)-4-oxo-4,5-dihydro-3H-pyrrolo[2,3-c]quinoline-1-ethyl carboxylate is obtained in the form of a beige solid. Isolated yield 23.7%. Reaction SMILES: [NH2:1][C:2]1[CH:11]=[CH:10][C:9]2[NH:8][C:7](=[O:12])[C:6]3[NH:13][CH:14]=[CH:15][C:5]=3[C:4]=2[CH:3]=1.Cl.[CH2:17]([C:19]([OH:21])=[O:20])[CH3:18].[CH3:22][O:23][C:24]1[CH:25]=[C:26]([S:30](Cl)(=[O:32])=[O:31])[CH:27]=[CH:28][CH:29]=1>>[CH3:22][O:23][C:24]1[CH:25]=[C:26]([S:30]([NH:1][C:2]2[CH:11]=[CH:10][C:9]3[NH:8][C:7](=[O:12])[C:6]4[NH:13][CH:14]=[CH:15][C:5]=4[C:4]=3[CH:3]=2)(=[O:32])=[O:31])[CH:27]=[CH:28][CH:29]=1.[CH2:17]([C:19]([O-:21])=[O:20])[CH3:18] |f:0.1.2,4.5|. The reactants are C=CCC1(C)CC(c2cccc(Cl)c2)C(c2ccc(Cl)cc2)OC1=O, CCOC(C)=O, CC(C)(C)C(N)CO. Product: C=CCC(C)(CC(c1cccc(Cl)c1)C(O)c1ccc(Cl)cc1)C(=O)NC(CO)C(C)(C)C. As a reaction SMILES: [CH2:9]([CH:10]=[CH2:11])[C:12]1([CH3:33])[C:13](=[O:32])[O:14][CH:15]([c:25]2[cH:26][cH:27][c:28]([Cl:31])[cH:29][cH:30]2)[CH:16]([c:18]2[cH:19][c:20]([Cl:24])[cH:21][cH:22][cH:23]2)[CH2:17]1.[CH3:34][CH2:35][O:36][C:37](=[O:38])[CH3:39].[NH2:1][CH:2]([C:3]([CH3:4])([CH3:5])[CH3:6])[CH2:7][OH:8]>>[NH:1]([CH:2]([C:3]([CH3:4])([CH3:5])[CH3:6])[CH2:7][OH:8])[C:13]([C:12]([CH2:9][CH:10]=[CH2:11])([CH2:17][CH:16]([CH:15]([OH:14])[c:25]1[cH:26][cH:27][c:28]([Cl:31])[cH:29][cH:30]1)[c:18]1[cH:19][c:20]([Cl:24])[cH:21][cH:22][cH:23]1)[CH3:33])=[O:32]. The reactants are O=C(O)c1ccccc1-c1ccccc1C(=O)Nc1ccc(C(=O)N2CCCc3ccccc32)cc1, CC(=O)Cl, CO. Product: COC(=O)c1ccccc1-c1ccccc1C(=O)Nc1ccc(C(=O)N2CCCc3ccccc32)cc1. RXN SMILES: [C:5](=[O:6])([OH:7])[c:8]1[c:9](-[c:14]2[c:15]([C:16](=[O:17])[NH:18][c:19]3[cH:20][cH:21][c:22]([C:23](=[O:24])[N:25]4[CH2:26][CH2:27][CH2:28][c:29]5[cH:30][cH:31][cH:32][cH:33][c:34]54)[cH:35][cH:36]3)[cH:37][cH:38][cH:39][cH:40]2)[cH:10][cH:11][cH:12][cH:13]1.[CH3:1][C:2](=[O:3])[Cl:4].[CH3:41][OH:42]>>[CH3:1][O:6][C:5](=[O:7])[c:8]1[c:9](-[c:14]2[c:15]([C:16](=[O:17])[NH:18][c:19]3[cH:20][cH:21][c:22]([C:23](=[O:24])[N:25]4[CH2:26][CH2:27][CH2:28][c:29]5[cH:30][cH:31][cH:32][cH:33][c:34]54)[cH:35][cH:36]3)[cH:37][cH:38][cH:39][cH:40]2)[cH:10][cH:11][cH:12][cH:13]1. Starting materials: C1(=CC=CC=C1)C1=CC=C(C(=S)O)C=C1 (4-phenylthiobenzoic acid), S(O)(O)(=O)=O (sulfuric acid), CO (methanol). Product: C1(=CC=CC=C1)C1=CC=C(C(=S)OC)C=C1 (methyl 4phenylthiobenzoate). RXN SMILES: [C:1]1([C:7]2[CH:15]=[CH:14][C:10]([C:11]([OH:13])=[S:12])=[CH:9][CH:8]=2)[CH:6]=[CH:5][CH:4]=[CH:3][CH:2]=1.S(=O)(=O)(O)O.[CH3:21]O>>[C:1]1([C:7]2[CH:8]=[CH:9][C:10]([C:11]([O:13][CH3:21])=[S:12])=[CH:14][CH:15]=2)[CH:2]=[CH:3][CH:4]=[CH:5][CH:6]=1. Procedure details: A mixture of 26.29 g of 4-phenylthiobenzoic acid, 5 ml of concentrates sulfuric acid, and 400 ml of methanol was refluxed for 10 hours while stirring. After reaction, the reaction mixture was concentrated in vacuo, and 400 ml of ethyl acetate was added to the residue, and the mixture was washed with saturated brine (200 ml×3), and dried in anhydrous magnesium sulfate, concentrated in vacuo, and methyl 4phenylthiobenzoate was obtained (27.44 g). Reactants: O=C([O-])[O-], CCOC(=O)c1sc(N)nc1-c1cccc(Cl)c1, CN(C)C=O, COC(OC)c1ccc([N+](=O)[O-])c(F)c1, [Cs+], [Cs+], O. Yields the product CCOC(=O)c1sc(Nc2cc(C(OC)OC)ccc2[N+](=O)[O-])nc1-c1cccc(Cl)c1. Reaction SMILES: [C:19](=[O:20])([O-:21])[O-:22].[CH2:1]([CH3:2])[O:3][C:4](=[O:5])[c:6]1[c:7](-[c:12]2[cH:13][c:14]([Cl:18])[cH:15][cH:16][cH:17]2)[n:8][c:9]([NH2:11])[s:10]1.[CH3:25][N:26]([CH3:27])[CH:28]=[O:29].[CH3:30][O:31][CH:32]([c:33]1[cH:34][c:35]([F:42])[c:36]([N+:39](=[O:40])[O-:41])[cH:37][cH:38]1)[O:43][CH3:44].[Cs+:23].[Cs+:24].[OH2:45]>>[CH2:1]([CH3:2])[O:3][C:4](=[O:5])[c:6]1[c:7](-[c:12]2[cH:13][c:14]([Cl:18])[cH:15][cH:16][cH:17]2)[n:8][c:9]([NH:11][c:35]2[cH:34][c:33]([CH:32]([O:31][CH3:30])[O:43][CH3:44])[cH:38][cH:37][c:36]2[N+:39](=[O:40])[O-:41])[s:10]1.